Dataset: the Open Reaction Database (ORD), a public repository of structured organic reaction records. Task: describe an organic reaction: reactants, conditions, products, and yield Reactants: ClCl (Chlorine), IC1=CC=CC=C1 (iodobenzene). The solvent is C(Cl)(Cl)Cl (chloroform). Conditions: temperature -5 celsius. Product: [Cl-].[Cl-].IC1=CC=CC=C1 (iodobenzene dichloride). Yield: 94.2%. RXN SMILES: [Cl:1]Cl.[I:3][C:4]1[CH:9]=[CH:8][CH:7]=[CH:6][CH:5]=1>C(Cl)(Cl)Cl>[Cl-:1].[Cl-:1].[I:3][C:4]1[CH:9]=[CH:8][CH:7]=[CH:6][CH:5]=1 |f:3.4.5|. Reported procedure: Chlorine gas is bubbled through a solution of iodobenzene (20.4 g; 0.1 mole) in chloroform (100 ml) while the temperature of the reaction mixture is maintained at -5° C. In about 10 minutes a yellow solid precipitates and is removed by filtration. The filtrate is then further treated with chlorine gas until the formation of yellow solid ceases. The solid fractions are combined and air dried to afford 25.9 g (94.2%) of title product. Starting materials: [BH4-], CCOc1cc(C=O)ccc1OC, COC(CN)OC, CCO, [Na+]. Yields the product CCOc1cc(CNCC(OC)OC)ccc1OC. As a reaction SMILES: [BH4-:21].[CH2:1]([CH3:2])[O:3][c:4]1[cH:5][c:6]([CH:7]=[O:8])[cH:9][cH:10][c:11]1[O:12][CH3:13].[CH3:14][O:15][CH:16]([CH2:17][NH2:18])[O:19][CH3:20].[CH3:23][CH2:24][OH:25].[Na+:22]>>[CH2:1]([CH3:2])[O:3][c:4]1[cH:5][c:6]([CH2:7][NH:18][CH2:17][CH:16]([O:15][CH3:14])[O:19][CH3:20])[cH:9][cH:10][c:11]1[O:12][CH3:13]. Reactants: N([C@@H](CCC(OC(C)(C)C)=O)C(=O)N[C@@H](C(C)C)C(=O)N[C@@H](C(C)C)C(=O)N)C(=O)OCC1=CC=CC=C1 (Z-Glu(OBut)-Val-Val-NH2), Pd on-BaSO4, Cl (hydrochloric acid). The solvent is CO (methanol). The product is N[C@@H](CCC(OC(C)(C)C)=O)C(=O)N[C@@H](C(C)C)C(=O)N[C@@H](C(C)C)C(=O)N.Cl (H-Glu(OBut)-Val-Val-NH2.HCl). As a reaction SMILES: [NH:1](C(OCC1C=CC=CC=1)=O)[C@H:2]([C:12]([NH:14][C@H:15]([C:19]([NH:21][C@H:22]([C:26]([NH2:28])=[O:27])[CH:23]([CH3:25])[CH3:24])=[O:20])[CH:16]([CH3:18])[CH3:17])=[O:13])[CH2:3][CH2:4][C:5](=[O:11])[O:6][C:7]([CH3:10])([CH3:9])[CH3:8].[ClH:39]>CO>[NH2:1][C@H:2]([C:12]([NH:14][C@H:15]([C:19]([NH:21][C@H:22]([C:26]([NH2:28])=[O:27])[CH:23]([CH3:24])[CH3:25])=[O:20])[CH:16]([CH3:18])[CH3:17])=[O:13])[CH2:3][CH2:4][C:5](=[O:11])[O:6][C:7]([CH3:9])([CH3:8])[CH3:10].[ClH:39] |f:3.4|. Reported procedure: 6 g of Z-Glu(OBut)-Val-Val-NH2 are suspended in 200 ml of methanol. After adding Pd-on-BaSO4 and 2 N methanolic hydrochloric acid, the mixture is subjected to catalytic hydrogenation at pH 4.5. When the reaction is complete, the catalyst is filtered off and the filtrate is concentrated. The residue crystallizes on being triturated with ether. Yield 4.8 g, melting point 211°-219°, [α]D23 =-18.7° (c=1, in methanol). Reactants: C(C1=CC=CC=C1)SC1=NN2C(C(=CC=C2Cl)Cl)=N1 (2-Benzylthio-5,8-dichloro[1,2,4]triazolo[1,5-a]pyridine), C[O-].[Na+] (sodium methoxide), C(C)(=O)O (acetic acid). The solvent is CO (methanol), CO (methanol). Product: C(C1=CC=CC=C1)SC1=NN2C(C(=CC=C2OC)Cl)=N1 (2-Benzylthio-8-chloro-5-methoxy[1,2,4]triazolo[1,5-a]pyridine). Reaction SMILES: [CH2:1]([S:8][C:9]1[N:19]=[C:12]2[C:13]([Cl:18])=[CH:14][CH:15]=[C:16](Cl)[N:11]2[N:10]=1)[C:2]1[CH:7]=[CH:6][CH:5]=[CH:4][CH:3]=1.C[O-].[Na+].[C:23](O)(=[O:25])C>CO>[CH2:1]([S:8][C:9]1[N:19]=[C:12]2[C:13]([Cl:18])=[CH:14][CH:15]=[C:16]([O:25][CH3:23])[N:11]2[N:10]=1)[C:2]1[CH:7]=[CH:6][CH:5]=[CH:4][CH:3]=1 |f:1.2|. Procedure: 2-Benzylthio-5,8-dichloro[1,2,4]triazolo[1,5-a]pyridine (6.0 g, 0.019 mol) and 25 percent sodium methoxide in methanol (26.5 mL, 6.3 g, 0.116 mol) were combined in methanol and the mixture was heated to reflux for 2 hours. The mixture was then cooled, acidified with acetic acid, and concentrated by evaporation under reduced pressure. The residue was dissolved in dichloromethane and the solution was washed with water and concentrated by evaporation under reduced pressure The residue was triturate...